Task: describe an organic reaction: reactants, conditions, products, and yield. Dataset: the Open Reaction Database (ORD), a public repository of structured organic reaction records As a reaction SMILES: [C:1]([OH:24])(=[O:23])[CH2:2][CH2:3][CH2:4][CH2:5][CH2:6][CH2:7][CH2:8][CH2:9][CH2:10][CH2:11][CH2:12][CH2:13][CH2:14][CH2:15][CH2:16][CH2:17][CH2:18][CH2:19][CH2:20][CH2:21][CH3:22].[CH:25](O)(C)[CH3:26]>>[C:1]([OH:24])(=[O:23])[CH2:2][CH2:3][CH2:4][CH2:5][CH2:6][CH2:7][CH2:8][CH2:9][CH2:10][CH2:11][CH2:12][CH2:13][CH2:14][CH2:15][CH2:16][CH2:17][CH2:18][CH2:19][CH2:20][CH2:21][CH3:22].[C:1]([OH:24])(=[O:23])[CH2:2][CH2:3][CH2:4][CH2:5][CH2:6][CH2:7][CH2:8][CH2:9][CH2:10][CH2:11][CH2:12][CH2:13][CH2:14][CH2:15][CH2:16][CH2:17][CH2:18][CH2:19][CH2:20][CH2:21][CH2:22][CH2:25][CH3:26].[C:1]([OH:24])(=[O:23])[CH2:2][CH2:3][CH2:4][CH2:5][CH2:6][CH2:7][CH2:8][CH2:9][CH2:10][CH2:11][CH2:12][CH2:13][CH2:14][CH2:15][CH2:16][CH2:17][CH2:18][CH2:19][CH3:20]. Conditions: temperature 30 celsius. The product is C(CCCCCCCCCCCCCCCCCCCCC)(=O)O (behenic acid), C(CCCCCCCCCCCCCCCCCCCCCCC)(=O)O (lignoceric acid), C(CCCCCCCCCCCCCCCCCCC)(=O)O (arachidic acid). Reported procedure: Behenic acid manufactured by Henkel Co. (trade name: Edenor C22-85R) in an amount of 100 kg was admixed with 1200 kg of isopropyl alcohol, and dissolved at 50° C. The mixture was filtrated through a 10 μm filter, and cooled to 30° C. to allow recrystallization. Cooling speed for the recrystallization was controlled to be 3° C./hour. The resulting crystal was subjected to centrifugal filtration, and washing was performed with 100 kg of isopropyl alcohol. Thereafter, the crystal was dried. The res... The reactants are C(C)(C)O (isopropyl alcohol), C(CCCCCCCCCCCCCCCCCCCCC)(=O)O (Behenic acid). Starting materials: [N+](=O)([O-])C=1C(N(C=C(C1)[N+](=O)[O-])C)=O (3,5-Dinitro-1-methyl-2-pyridone), N (ammonia), CN1CCC(CC1)=O (1-methyl-4-piperidone). Run in CO (methanol). Reaction conditions: time 72 hour. The product is CN1CC=2C=C(C=NC2CC1)[N+](=O)[O-] (6-Methyl-3-nitro-5,6,7,8-tetrahydro[1,6]naphthyridine). The yield is 58.7%. As a reaction SMILES: [N+]([C:4]1[C:5](=O)[N:6](C)[CH:7]=[C:8]([N+:10]([O-:12])=[O:11])[CH:9]=1)([O-])=O.N.[CH3:16][N:17]1[CH2:22]CC(=O)[CH2:19][CH2:18]1>CO>[CH3:16][N:17]1[CH2:18][CH2:19][C:5]2[N:6]=[CH:7][C:8]([N+:10]([O-:12])=[O:11])=[CH:9][C:4]=2[CH2:22]1. Procedure details: 3,5-Dinitro-1-methyl-2-pyridone (5.97 g; 30 mmol) was treated with 1.22M ammonia in methanol (300 ml) then 1-methyl-4-piperidone (3.73 g, 33 mmol) and the mixture heated at 60° for 5 h, then allowed to stand at ambient temp for 72 h. Evaporation in vacuo gave an orange/red residue which was triturated in dichloromethane and diethyl ether, collected by filtration, washed with diethyl ether and dried in air. Chromatography through silica gel, eluting with ethyl acetate, gave the title compound as ... The reactants are CCCCCCCCCCCCCCCC(=O)C1(n2cnc3c(=O)[nH]c(N)nc32)CC(O)C(CO)O1, Nc1nc2c(ncn2C2CC(O)C(CO)O2)c(=O)[nH]1, O, Nc1nc2c(nc(S)n2C2OC(CO)C(O)C2O)c(=O)[nH]1. Product: CCCCCCCCCCCCCCCC(=O)C1(n2c(S)nc3c(=O)[nH]c(N)nc32)CC(O)C(CO)O1. Reaction SMILES: [C:1]([CH2:2][CH2:3][CH2:4][CH2:5][CH2:6][CH2:7][CH2:8][CH2:9][CH2:10][CH2:11][CH2:12][CH2:13][CH2:14][CH2:15][CH3:16])(=[O:17])[C:18]1([n:26]2[cH:27][n:28][c:29]3[c:30](=[O:31])[nH:32][c:33]([NH2:34])[n:35][c:36]23)[CH2:19][CH:20]([OH:21])[CH:22]([CH2:23][OH:24])[O:25]1.[CH:59]1([n:60]2[c:61]3[n:62][c:63]([NH2:64])[nH:65][c:66](=[O:67])[c:68]3[n:69][cH:70]2)[O:71][CH:72]([CH2:73][OH:74])[CH:75]([OH:76])[CH2:77]1.[OH2:58].[SH:37][c:38]1[n:39]([CH:49]2[O:50][CH:51]([CH2:52][OH:53])[CH:54]([OH:55])[CH:56]2[OH:57])[c:40]2[n:41][c:42]([NH2:43])[nH:44][c:45](=[O:46])[c:47]2[n:48]1>>[C:1]([CH2:2][CH2:3][CH2:4][CH2:5][CH2:6][CH2:7][CH2:8][CH2:9][CH2:10][CH2:11][CH2:12][CH2:13][CH2:14][CH2:15][CH3:16])(=[O:17])[C:18]1([n:26]2[c:27]([SH:37])[n:28][c:29]3[c:30](=[O:31])[nH:32][c:33]([NH2:34])[n:35][c:36]23)[CH2:19][CH:20]([OH:21])[CH:22]([CH2:23][OH:24])[O:25]1. The reactants are CCOC(=O)C=Cc1cn2c3c([nH]c(=O)c2n1)-c1cccc(CC(=O)O)c1C3, CC(=O)O, Cl. As a reaction SMILES: [C:1](=[O:2])([OH:3])[CH2:4][c:5]1[c:6]2[c:25]([cH:26][cH:27][cH:28]1)-[c:9]1[c:8]([n:13]3[c:12]([c:11](=[O:24])[nH:10]1)[n:16][c:15]([CH:17]=[CH:18][C:19](=[O:20])[O:21][CH2:22][CH3:23])[cH:14]3)[CH2:7]2.[CH3:30][C:31](=[O:32])[OH:33].[ClH:29]>>[C:1](=[O:2])([OH:3])[CH2:4][c:5]1[c:6]2[c:25]([cH:26][cH:27][cH:28]1)-[c:9]1[c:8]([n:13]3[c:12]([c:11](=[O:24])[nH:10]1)[n:16][c:15]([CH:17]=[CH:18][C:19](=[O:20])[OH:21])[cH:14]3)[CH2:7]2. Product: O=C(O)C=Cc1cn2c3c([nH]c(=O)c2n1)-c1cccc(CC(=O)O)c1C3. The reactants are NC1COCC1Oc1ccc(Br)cc1, ClCCl, CC(C)S(=O)(=O)Cl, C1CCC2=NCCCN2CC1, O. The product is CC(C)S(=O)(=O)NC1COCC1Oc1ccc(Br)cc1. Reaction SMILES: [Br:1][c:2]1[cH:3][cH:4][c:5]([O:6][CH:7]2[CH:8]([NH2:12])[CH2:9][O:10][CH2:11]2)[cH:13][cH:14]1.[CH2:34]([Cl:35])[Cl:36].[CH3:26][CH:27]([CH3:28])[S:29](=[O:30])(=[O:31])[Cl:32].[N:15]12[CH2:16][CH2:17][CH2:18][N:19]=[C:20]1[CH2:21][CH2:22][CH2:23][CH2:24][CH2:25]2.[OH2:33]>>[Br:1][c:2]1[cH:3][cH:4][c:5]([O:6][CH:7]2[CH:8]([NH:12][S:29]([CH:27]([CH3:26])[CH3:28])(=[O:30])=[O:31])[CH2:9][O:10][CH2:11]2)[cH:13][cH:14]1.